This data is from the Open Reaction Database (ORD), a public repository of structured organic reaction records. The task is: describe an organic reaction: reactants, conditions, products, and yield Reactants: [Al+3], CCOc1ccccc1, ClC(Cl)Cl, [Cl-], [Cl-], [Cl-], O=C(C(F)(F)F)C(F)(F)Cl. Yields the product CCOc1ccc(C(O)(C(F)(F)F)C(F)(F)Cl)cc1. RXN SMILES: [Al+3:21].[CH2:1]([CH3:2])[O:3][c:4]1[cH:5][cH:6][cH:7][cH:8][cH:9]1.[CH:24]([Cl:25])([Cl:26])[Cl:27].[Cl-:20].[Cl-:22].[Cl-:23].[Cl:10][C:11]([C:12](=[O:13])[C:14]([F:15])([F:16])[F:17])([F:18])[F:19]>>[CH2:1]([CH3:2])[O:3][c:4]1[cH:5][cH:6][c:7]([C:12]([C:11]([Cl:10])([F:18])[F:19])([OH:13])[C:14]([F:15])([F:16])[F:17])[cH:8][cH:9]1.